From a dataset of the Open Reaction Database (ORD), a public repository of structured organic reaction records. describe an organic reaction: reactants, conditions, products, and yield Reactants: ClC=1N=NC(=CN1)C1=C(C=CC=C1)Cl (3-chloro-6-(2-chlorophenyl)-1,2,4-triazine), OC1CCNCC1 (4-hydroxypiperidine). Run in C(C)O (ethanol). Yields the product ClC1=C(C=CC=C1)C1=CN=C(N=N1)N1CCC(CC1)O (6-(2-Chlorophenyl)-3-(4-hydroxypiperidino)-1,2,4-triazine). As a reaction SMILES: Cl[C:2]1[N:3]=[N:4][C:5]([C:8]2[CH:13]=[CH:12][CH:11]=[CH:10][C:9]=2[Cl:14])=[CH:6][N:7]=1.[OH:15][CH:16]1[CH2:21][CH2:20][NH:19][CH2:18][CH2:17]1>C(O)C>[Cl:14][C:9]1[CH:10]=[CH:11][CH:12]=[CH:13][C:8]=1[C:5]1[N:4]=[N:3][C:2]([N:19]2[CH2:20][CH2:21][CH:16]([OH:15])[CH2:17][CH2:18]2)=[N:7][CH:6]=1. Reported procedure: 7.4 g of 3-chloro-6-(2-chlorophenyl)-1,2,4-triazine, prepared according to J. Het. Chem. 16, 1402 (1979), and 9 g of 4-hydroxypiperidine are heated under reflux in 150 ml of ethanol for 3 hours. Starting materials: CCn1c(=O)n(CC)c2cc(-c3cn(CC=O)nc3-c3cccc(C)c3)ccc21, C=CCI, CCNCC, O. The product is CCNCC(O)Cn1cc(-c2ccc3c(c2)n(CC)c(=O)n3CC)c(-c2cccc(C)c2)n1. Reaction SMILES: [CH2:1]([CH3:2])[n:3]1[c:4](=[O:29])[n:5]([CH2:27][CH3:28])[c:6]2[c:7]1[cH:8][cH:9][c:10](-[c:12]1[c:13](-[c:20]3[cH:21][c:22]([CH3:26])[cH:23][cH:24][cH:25]3)[n:14][n:15]([CH2:17][CH:18]=[O:19])[cH:16]1)[cH:11]2.[CH2:30]([I:31])[CH:32]=[CH2:33].[CH2:34]([CH3:35])[NH:36][CH2:37][CH3:38].[OH2:39]>>[CH2:1]([CH3:2])[n:3]1[c:4](=[O:29])[n:5]([CH2:27][CH3:28])[c:6]2[c:7]1[cH:8][cH:9][c:10](-[c:12]1[c:13](-[c:20]3[cH:21][c:22]([CH3:26])[cH:23][cH:24][cH:25]3)[n:14][n:15]([CH2:17][CH:18]([OH:19])[CH2:37][NH:36][CH2:34][CH3:35])[cH:16]1)[cH:11]2. The reactants are CN1CCOC2=CC=CC(=C2C1=O)N, CC1=NN(C=C1NC2=NC=C(C(=C2)I)C(F)(F)F)C. Reagents/catalysts: C(=O)([O-])[O-].[Cs+].[Cs+], CC1(C2=C(C(=CC=C2)P(C3=CC=CC=C3)C4=CC=CC=C4)OC5=C1C=CC=C5P(C6=CC=CC=C6)C7=CC=CC=C7)C, CC(=O)O.CC(=O)O.[Pd]. Solvent: C1COCCO1. Conditions: temperature 100 celsius. The product is CC1=NN(C=C1NC2=NC=C(C(=C2)NC3=C4C(=CC=C3)OCCN(C4=O)C)C(F)(F)F)C. Yield: 54.2%. Reported procedure: A suspension of 6-amino-4-methyl-3,4-dihydrobenzo[f][1,4]oxazepin-5(2H)-one (151 mg, 0.79 mmol), N-(1,3-dimethyl-1H-pyrazol-4-yl)-4-iodo-5-(trifluoromethyl)pyridin-2-amine (150 mg, 0.39 mmol), diacetoxypalladium (4.41 mg, 0.02 mmol), (9,9-dimethyl-9H-xanthene-4,5-diyl)bis(diphenylphosphine) (22.71 mg, 0.04 mmol) and cesium carbonate (256 mg, 0.79 mmol) in dioxane (2 mL) was degassed with argon then stirred at 100 °C for 2 hours sealed in a microwave vial. The reaction mixture was purified by pre... The reactants are C(CS)S (Ethane-1,2-dithiol), ClCC(=O)C(C(=O)OCC)=NOC (ethyl 2-chloroacetyl-2-methoxyiminoacetate). The product is S1CCSC=C1C(C(=O)OCC)=NOC (ethyl 2-(2,3-dihydro-1,4-dithiin-6-yl)-2-methoxyiminoacetate). The yield is 22.3%. As a reaction SMILES: [CH2:1]([SH:4])[CH2:2][SH:3].Cl[CH2:6][C:7]([C:9](=[N:15][O:16][CH3:17])[C:10]([O:12][CH2:13][CH3:14])=[O:11])=O>>[S:3]1[C:7]([C:9](=[N:15][O:16][CH3:17])[C:10]([O:12][CH2:13][CH3:14])=[O:11])=[CH:6][S:4][CH2:1][CH2:2]1. Reported procedure: Ethane-1,2-dithiol (20.6 g.) was allowed to react with ethyl 2-chloroacetyl-2-methoxyiminoacetate (41.4 g.) in a similar manner to that of Example A-(i) to give ethyl 2-(2,3-dihydro-1,4-dithiin-6-yl)-2-methoxyiminoacetate (syn isomer, 11 g.), white crystals, mp. 65° to 67° C. The reactants are CC1(C)CC(N)CC(C)(C)N1, CN(C)C=O, O, On1nnc2cccnc21, COC(=CC=Cc1cc2ccccc2o1)C(=O)O. The product is COC(=CC=Cc1cc2ccccc2o1)C(=O)NC1CC(C)(C)NC(C)(C)C1. As a reaction SMILES: [NH2:19][CH:20]1[CH2:21][C:22]([CH3:28])([CH3:29])[NH:23][C:24]([CH3:26])([CH3:27])[CH2:25]1.[O:41]=[CH:42][N:43]([CH3:44])[CH3:45].[OH2:30].[OH:31][n:32]1[c:33]2[n:34][cH:35][cH:36][cH:37][c:38]2[n:39][n:40]1.[o:1]1[c:2]([CH:10]=[CH:11][CH:12]=[C:13]([C:14](=[O:15])[OH:16])[O:17][CH3:18])[cH:3][c:4]2[c:5]1[cH:6][cH:7][cH:8][cH:9]2>>[o:1]1[c:2]([CH:10]=[CH:11][CH:12]=[C:13]([C:14](=[O:16])[NH:19][CH:20]2[CH2:21][C:22]([CH3:28])([CH3:29])[NH:23][C:24]([CH3:26])([CH3:27])[CH2:25]2)[O:17][CH3:18])[cH:3][c:4]2[c:5]1[cH:6][cH:7][cH:8][cH:9]2. Reactants: CCOC(=O)Cl, O=C(NCC1CCNC1)c1c[nH]c2c(-c3c(OCC4CC4)ccc4c3OCO4)ncnc12. Product: O=CN1CCC(CNC(=O)c2c[nH]c3c(-c4c(OCC5CC5)ccc5c4OCO5)ncnc23)C1. Reaction SMILES: [Cl:33][C:34](=[O:35])[O:36][CH2:37][CH3:38].[NH:1]1[CH2:2][CH:3]([CH2:6][NH:7][C:8](=[O:9])[c:10]2[cH:11][nH:12][c:13]3[c:14]2[n:15][cH:16][n:17][c:18]3-[c:19]2[c:20]([O:28][CH2:29][CH:30]3[CH2:31][CH2:32]3)[cH:21][cH:22][c:23]3[c:27]2[O:26][CH2:25][O:24]3)[CH2:4][CH2:5]1>>[N:1]1([CH:34]=[O:35])[CH2:2][CH:3]([CH2:6][NH:7][C:8](=[O:9])[c:10]2[cH:11][nH:12][c:13]3[c:14]2[n:15][cH:16][n:17][c:18]3-[c:19]2[c:20]([O:28][CH2:29][CH:30]3[CH2:31][CH2:32]3)[cH:21][cH:22][c:23]3[c:27]2[O:26][CH2:25][O:24]3)[CH2:4][CH2:5]1. Reactants: COC(=O)[C@@H]1SC[C@@H]2OC(O[C@@H]21)(C)C ((3aS,4R,6aR)-2,2-dimethyltetrahydrothieno[3,4-d][1,3]dioxole-4-carboxylic acid methyl ester), CN (methylamine). The solvent is O1CCCC1 (tetrahydrofuran). Conditions: temperature 50 celsius, time 24 hour. Yields the product CNC(=O)[C@H]1SC[C@@H]2OC(O[C@@H]21)(C)C ((3aS,4S,6aR)-2,2-dimethyltetrahydrothieno[3,4-d][1,3]dioxole-4-carboxylic acid methyl amide). Yield: 87.7%. Reaction SMILES: C[O:2][C:3]([C@H:5]1[C@@H:12]2[C@@H:8]([O:9][C:10]([CH3:14])([CH3:13])[O:11]2)[CH2:7][S:6]1)=O.[CH3:15][NH2:16]>O1CCCC1>[CH3:15][NH:16][C:3]([C@@H:5]1[C@@H:12]2[C@@H:8]([O:9][C:10]([CH3:14])([CH3:13])[O:11]2)[CH2:7][S:6]1)=[O:2]. Procedure details: 1.1 g (0.005 mol) of (3aS,4R,6aR)-2,2-dimethyltetrahydrothieno[3,4-d][1,3]dioxole-4-carboxylic acid methyl ester compound (7) from the aforementioned Experimental Example 7 were dissolved in 40 mL (0.080 mol) of 2N methylamine solution in tetrahydrofuran, which was stirred at 50° C. for 24 h in a sealed container. After concentration under reduced pressure, the obtained concentrate was purified by silica gel column chromatography using the eluant (hexane:ethyl acetate=2:1) to obtain 953 mg (yiel...